This data is from the Open Reaction Database (ORD), a public repository of structured organic reaction records. The task is: describe an organic reaction: reactants, conditions, products, and yield Reactants: NC1=C(C=CC=C1C(C1=CC=C(C=C1)Cl)=O)C(C#N)SC (2-amino-3-(4-chlorobenzoyl)-α-(methylthio)benzeneacetonitrile). The reagents and catalysts are [Ni] (Raney nickel). Run in O1CCCC1 (tetrahydrofuran), O1CCCC1 (tetrahydrofuran). Reaction conditions: time 10 minute. Yields the product NC1=C(C=CC=C1C(C1=CC=C(C=C1)Cl)=O)CC#N (2-Amino-3-(4-chlorobenzoyl)benzeneacetonitrile). Yield: 55.1%. Reaction SMILES: [NH2:1][C:2]1[C:7]([C:8](=[O:16])[C:9]2[CH:14]=[CH:13][C:12]([Cl:15])=[CH:11][CH:10]=2)=[CH:6][CH:5]=[CH:4][C:3]=1[CH:17](SC)[C:18]#[N:19]>[Ni].O1CCCC1>[NH2:1][C:2]1[C:7]([C:8](=[O:16])[C:9]2[CH:14]=[CH:13][C:12]([Cl:15])=[CH:11][CH:10]=2)=[CH:6][CH:5]=[CH:4][C:3]=1[CH2:17][C:18]#[N:19]. Reported procedure: A 280 g sample of a commercial Raney nickel preparation was washed twice with water, titrated to a pH of 7 with acetic acid, washed twice with water and three times with tetrahydrofuran. The Raney nickel preparation was then slurried in 300 ml of tetrahydrofuran and added to a stirred solution of 34.4 g (0.11 mole) of 2-amino-3-(4-chlorobenzoyl)-α-(methylthio)benzeneacetonitrile in 250 ml of tetrahydrofuran. The resulting mixture was stirred at ambient temperature for 10 minutes, filtered throug... Reactants: O=C(Cl)Cl, CCc1nc2ccccc2n1-c1nc(N2CCOCC2)c2nc(C(C)(O)C3CCNCC3)n(C)c2n1, C1CC1, ClCCl. The product is CCc1nc2ccccc2n1-c1nc(N2CCOCC2)c2nc(C(C)(O)C3CCN(C(=O)C4CC4)CC3)n(C)c2n1. Reaction SMILES: [C:37](=[O:38])([Cl:39])[Cl:40].[CH2:1]([CH3:2])[c:3]1[n:4][c:5]2[c:6]([n:7]1-[c:8]1[n:9][c:10]([N:27]3[CH2:28][CH2:29][O:30][CH2:31][CH2:32]3)[c:11]3[n:12][c:13]([C:18]([CH3:19])([OH:20])[CH:21]4[CH2:22][CH2:23][NH:24][CH2:25][CH2:26]4)[n:14]([CH3:17])[c:15]3[n:16]1)[cH:33][cH:34][cH:35][cH:36]2.[CH2:41]1[CH2:42][CH2:43]1.[Cl:44][CH2:45][Cl:46]>>[CH2:1]([CH3:2])[c:3]1[n:4][c:5]2[c:6]([n:7]1-[c:8]1[n:9][c:10]([N:27]3[CH2:28][CH2:29][O:30][CH2:31][CH2:32]3)[c:11]3[n:12][c:13]([C:18]([CH3:19])([OH:20])[CH:21]4[CH2:22][CH2:23][N:24]([C:37](=[O:38])[CH:41]5[CH2:42][CH2:43]5)[CH2:25][CH2:26]4)[n:14]([CH3:17])[c:15]3[n:16]1)[cH:33][cH:34][cH:35][cH:36]2.